describe an organic reaction: reactants, conditions, products, and yield From a dataset of the Open Reaction Database (ORD), a public repository of structured organic reaction records. The reactants are CCOC(C)=O, CC(C)(C)OC(=O)NCc1ccc(Cl)cc1CNC(=O)C1CCCN1C(=O)C(O)C1CCCCC1. Product: NCc1ccc(Cl)cc1CNC(=O)C1CCCN1C(=O)C(O)C1CCCCC1. As a reaction SMILES: [CH3:36][CH2:37][O:38][C:39]([CH3:40])=[O:41].[CH:1]1([CH:7]([C:8](=[O:9])[N:10]2[CH:11]([C:12](=[O:13])[NH:14][CH2:15][c:16]3[c:17]([CH2:23][NH:24][C:25]([O:26][C:27]([CH3:28])([CH3:29])[CH3:30])=[O:31])[cH:18][cH:19][c:20]([Cl:22])[cH:21]3)[CH2:32][CH2:33][CH2:34]2)[OH:35])[CH2:2][CH2:3][CH2:4][CH2:5][CH2:6]1>>[CH:1]1([CH:7]([C:8](=[O:9])[N:10]2[CH:11]([C:12](=[O:13])[NH:14][CH2:15][c:16]3[c:17]([CH2:23][NH2:24])[cH:18][cH:19][c:20]([Cl:22])[cH:21]3)[CH2:32][CH2:33][CH2:34]2)[OH:35])[CH2:2][CH2:3][CH2:4][CH2:5][CH2:6]1.